From a dataset of the Open Reaction Database (ORD), a public repository of structured organic reaction records. describe an organic reaction: reactants, conditions, products, and yield Reactants: COC(=O)C1C(N2C(=O)c3ccccc3C2=O)C(=O)N1Cc1ccc(OC)cc1, CC#N, [K+], [K+], [Na+], [Na+], O, O=P([O-])([O-])O, O=S(=O)([O-])OOS(=O)(=O)[O-]. Yields the product COC(=O)C1NC(=O)C1N1C(=O)c2ccccc2C1=O. RXN SMILES: [C:1](=[O:2])([O:3][CH3:4])[CH:5]1[CH:6]([N:19]2[C:20](=[O:29])[c:21]3[c:22]([cH:25][cH:26][cH:27][cH:28]3)[C:23]2=[O:24])[C:7](=[O:18])[N:8]1[CH2:9][c:10]1[cH:11][cH:12][c:13]([O:14][CH3:15])[cH:16][cH:17]1.[CH3:49][C:50]#[N:51].[K+:40].[K+:41].[Na+:47].[Na+:48].[OH2:52].[P:42]([OH:43])([O-:44])([O-:45])=[O:46].[S:30]([O:31][O:32][S:33]([O-:34])(=[O:35])=[O:36])([O-:37])(=[O:38])=[O:39]>>[C:1](=[O:2])([O:3][CH3:4])[CH:5]1[CH:6]([N:19]2[C:20](=[O:29])[c:21]3[c:22]([cH:25][cH:26][cH:27][cH:28]3)[C:23]2=[O:24])[C:7](=[O:18])[NH:8]1. The reactants are O=C([O-])[O-], CCCCCBr, CN(C)C=O, [K+], [K+], CCOC(=O)C(=NO)C(C)=O. The product is CCCCCON=C(C(C)=O)C(=O)OCC. RXN SMILES: [C:12](=[O:13])([O-:14])[O-:15].[CH2:18]([CH2:19][CH2:20][CH2:21][CH3:22])[Br:23].[CH3:24][N:25]([CH3:26])[CH:27]=[O:28].[K+:16].[K+:17].[OH:1][N:2]=[C:3]([C:4](=[O:5])[O:6][CH2:7][CH3:8])[C:9]([CH3:10])=[O:11]>>[O:1]([N:2]=[C:3]([C:4](=[O:5])[O:6][CH2:7][CH3:8])[C:9]([CH3:10])=[O:11])[CH2:18][CH2:19][CH2:20][CH2:21][CH3:22]. The reactants are CCC(C)=CC(C)CC, Cl[SiH](Cl)Cl, N#CC1(N=NC2(C#N)CCCCC2)CCCCC1. The product is CCC(C)C(C(C)CC)[Si](Cl)(Cl)Cl. Reaction SMILES: [CH3:1][C:2]([CH2:3][CH3:4])=[CH:5][CH:6]([CH2:7][CH3:8])[CH3:9].[Cl:10][SiH:11]([Cl:12])[Cl:13].[N:14]([C:15]1([C:16]#[N:17])[CH2:18][CH2:19][CH2:20][CH2:21][CH2:22]1)=[N:23][C:24]1([C:25]#[N:26])[CH2:27][CH2:28][CH2:29][CH2:30][CH2:31]1>>[CH3:1][CH:2]([CH2:3][CH3:4])[CH:5]([CH:6]([CH2:7][CH3:8])[CH3:9])[Si:11]([Cl:10])([Cl:12])[Cl:13]. Starting materials: [H-].[H-].[H-].[H-].[Li+].[Al+3] (LiAlH4), C(=O)NC(CC1=CC=CC=C1)(C)C1=CC=CC=C1 (N-formyl-1,2-diphenyl-2-propylamine), [H-].[H-].[H-].[H-].[Li+].[Al+3] (LiAlH4), O (Water), Cl (HCl). Solvent: C(C)(C)O (isopropanol), C(C)(=O)OCC (ethyl acetate), O1CCCC1 (tetrahydrofuran). Run at temperature 35 celsius. The product is Cl.CNC(CC1=CC=CC=C1)(C)C1=CC=CC=C1 (N-methyl-1,2-diphenyl-2-propylamine hydrochloride). Yield: 84.0%. Reaction SMILES: [CH:1]([NH:3][C:4]([C:13]1[CH:18]=[CH:17][CH:16]=[CH:15][CH:14]=1)([CH3:12])[CH2:5][C:6]1[CH:11]=[CH:10][CH:9]=[CH:8][CH:7]=1)=O.[H-].[H-].[H-].[H-].[Li+].[Al+3].O.[ClH:26]>O1CCCC1.C(OCC)(=O)C.C(O)(C)C>[ClH:26].[CH3:1][NH:3][C:4]([C:13]1[CH:18]=[CH:17][CH:16]=[CH:15][CH:14]=1)([CH3:12])[CH2:5][C:6]1[CH:11]=[CH:10][CH:9]=[CH:8][CH:7]=1 |f:1.2.3.4.5.6,12.13|. Reported procedure: N-formyl-1,2-diphenyl-2-propylamine (23.6 g, 0.1 mol) was added to a stirred suspension of LiAlH4 (15.0 g, 0.395 mol) in 1 L of dry tetrahydrofuran. After 2 hours the mixture was heated at 35° C. for 22 hours, then refluxed for 2 hours, and allowed to cool to room temperature. Water was added to decompose the excess LiAlH4, and the mixture filtered to remove solid salts. Evaporation of the solvent gave 23.0 g of the crude product as a yellow oil. This was dissolved in 180 ml of ethyl acetate and... The reactants are Cl (HCl), ClC1=C(C(=O)O)C=CC(=C1)[N+](=O)[O-] (2-chloro-4-nitrobenzoic acid), 3-3'-acetamidolphenol, C([O-])([O-])=O.[K+].[K+] (potassium carbonate). Reagents/catalysts: C[C@@H]1OC[C@@H]2[C@@H](O1)[C@@H]([C@H]([C@@H](O2)OC3[C@H]4COC(=O)[C@@H]4[C@@H](C5=CC6=C(C=C35)OCO6)C7=CC(=C(C(=C7)OC)O)OC)O)O.C1CN(P(=O)(OC1)NCCCl)CCCl.[NH2-].[NH2-].Cl[Pt+2]Cl (ice—1), [Cu] (copper). Solvent: CN(C)C=O (DMF). Run at temperature 130 celsius. Product: NC=1C=CC=2C(C3=CC=C(C=C3OC2C1)[N+](=O)[O-])=O (3-Amino-6-Nitro-9H-Xanthone). The yield is 162.6%. As a reaction SMILES: Cl[C:2]1[CH:10]=[C:9]([N+:11]([O-:13])=[O:12])[CH:8]=[CH:7][C:3]=1[C:4]([OH:6])=O.[C:14](=[O:17])([O-])[O-].[K+].[K+].Cl>CN(C=O)C.[Cu].C[C@H]1O[C@H]2[C@H](O)[C@@H](O)[C@H](OC3C4C(=CC5OCOC=5C=4)[C@@H](C4C=C(OC)C(O)=C(OC)C=4)[C@@H]4[C@@H]3COC4=O)O[C@@H]2CO1.C1COP(NCCCl)(=O)N(CCCl)C1.[NH2-].[NH2-].Cl[Pt+2]Cl>[NH2:11][C:9]1[CH:8]=[CH:7][C:3]2[C:4](=[O:6])[C:3]3[C:2]([O:17][C:14]=2[CH:10]=1)=[CH:10][C:9]([N+:11]([O-:13])=[O:12])=[CH:8][CH:7]=3 |f:1.2.3,7.8.9.10.11|. Procedure details: To a solution of 2-chloro-4-nitrobenzoic acid (3 g, 14.88 mmol) in DMF (40 mL) was added 3-3′-acetamidolphenol (2.47 g, 16.38 mmol), potassium carbonate (3.08 g, 16.38 mmol), and copper powder (102 mg, 1.61 mmol). After heating at 130° C. overnight, the reaction mixture was cooled to room temperature and poured to ice—1 N HCl solution (300 mL) slowly. The solution was stirred until the brown solid was formed. The solid was filtered off and washed with cold water to yield a brown solid (3.1 g). A...